From a dataset of the Open Reaction Database (ORD), a public repository of structured organic reaction records. describe an organic reaction: reactants, conditions, products, and yield The reactants are CC(C)C[AlH]CC(C)C, Cc1ccccc1, N#CC1(CC2CC2)CCC2(CC1)OCCO2, BrCC1CC1, N#CC1CCC2(CC1)OCCO2, C1CCOC1, O=C(O)CC(O)(CC(=O)O)C(=O)O. Yields the product O=CC1(CC2CC2)CCC2(CC1)OCCO2. As a reaction SMILES: [CH3:34][CH:35]([CH2:36][AlH:37][CH2:38][CH:39]([CH3:40])[CH3:41])[CH3:42].[CH3:43][c:44]1[cH:45][cH:46][cH:47][cH:48][cH:49]1.[CH:1]1([CH2:4][C:5]2([C:15]#[N:16])[CH2:6][CH2:7][C:8]3([O:9][CH2:10][CH2:11][O:12]3)[CH2:13][CH2:14]2)[CH2:2][CH2:3]1.[CH:29]1([CH2:30][Br:31])[CH2:32][CH2:33]1.[O:17]1[C:18]2([CH2:19][CH2:20][CH:21]([C:22]#[N:23])[CH2:24][CH2:25]2)[O:26][CH2:27][CH2:28]1.[O:63]1[CH2:64][CH2:65][CH2:66][CH2:67]1.[OH:50][C:51]([CH2:52][C:53]([C:54](=[O:55])[OH:56])([CH2:57][C:58](=[O:59])[OH:60])[OH:61])=[O:62]>>[CH:1]1([CH2:4][C:5]2([CH:15]=[O:17])[CH2:6][CH2:7][C:8]3([O:9][CH2:10][CH2:11][O:12]3)[CH2:13][CH2:14]2)[CH2:2][CH2:3]1.